Dataset: the Open Reaction Database (ORD), a public repository of structured organic reaction records. Task: describe an organic reaction: reactants, conditions, products, and yield Reactants: C1(CCCC1)C1=C(N(C2=CC(=CC=C12)C(=O)NC1(CCC1)C(=O)NC1=CC(=C(C=C1)/C=C/C(=O)O)OCC)C)C1=NC=CC=C1 ((E)-3-[4-({1-[(3-Cyclopentyl-1-methyl-2-pyridin-2-yl-1H-indole-6-carbonyl)-amino]cyclobutanecarbonyl}amino)-2-ethoxyphenyl]acrylic acid), CI (MeI), [Li]CCCC (n-BuLi). The solvent is C1CCOC1 (THF). Conditions: time 15 minute. Yields the product CC=1NC2=CC=CC=C2C1 (2-methylindole), solid. Yield: 80.0%. Reaction SMILES: C1([C:6]2[C:14]3[C:9](=[CH:10][C:11](C(NC4(C(NC5C=CC(/C=C/C(O)=O)=C(OCC)C=5)=O)CCC4)=O)=[CH:12][CH:13]=3)[N:8](C)[C:7]=2[C:40]2C=CC=CN=2)CCCC1.[Li]CCCC.CI>C1COCC1>[CH3:40][C:7]1[NH:8][C:9]2[C:14]([CH:6]=1)=[CH:13][CH:12]=[CH:11][CH:10]=2. Procedure details: The 2-bromoindole derivative 3-1 (1.009 g, 3.00 mmol, prepared as described in Example 12 of WO 03/010141) was dissolved in anhydrous THF (25 mL) under an argon atmosphere and the solution cooled to −78° C. n-BuLi (2.0 M in hexane, 1.60 mL, 3.20 mmol) was added dropwise and the mixture stirred for 15 min. MeI (0.37 mL, 2.00 mmol) was added and stirring was continued for an additional 30 min. The reaction mixture was then warmed up to RT and volatiles removed under reduced pressure. The residue w...